This data is from the Open Reaction Database (ORD), a public repository of structured organic reaction records. The task is: describe an organic reaction: reactants, conditions, products, and yield Starting materials: Cl.Cl.N1(CCNCC1)C1=C(C=C(C=C1)N1C(O[C@H](C1)COC1=NOC=C1)=O)F (3-(4-(piperazin-1-yl)-3-fluorophenyl)-5(R)-(isoxazol-3-yloxymethyl)oxazolidin-2-one dihydrochloride), C(C)(=O)Cl (acetyl chloride). Yields the product C(C)(=O)N1CCN(CC1)C1=C(C=C(C=C1)N1C(O[C@H](C1)COC1=NOC=C1)=O)F (3-(4-(4-Acetylpiperazin-1-yl)-3-fluorophenyl)-5(R)-(isoxazol-3-yloxy-methyl)oxazolidin-2-one). As a reaction SMILES: Cl.Cl.[N:3]1([C:9]2[CH:14]=[CH:13][C:12]([N:15]3[CH2:19][C@H:18]([CH2:20][O:21][C:22]4[CH:26]=[CH:25][O:24][N:23]=4)[O:17][C:16]3=[O:27])=[CH:11][C:10]=2[F:28])[CH2:8][CH2:7][NH:6][CH2:5][CH2:4]1.[C:29](Cl)(=[O:31])[CH3:30]>>[C:29]([N:6]1[CH2:5][CH2:4][N:3]([C:9]2[CH:14]=[CH:13][C:12]([N:15]3[CH2:19][C@H:18]([CH2:20][O:21][C:22]4[CH:26]=[CH:25][O:24][N:23]=4)[O:17][C:16]3=[O:27])=[CH:11][C:10]=2[F:28])[CH2:8][CH2:7]1)(=[O:31])[CH3:30] |f:0.1.2|. Reported procedure: The title compound was prepared using essentially the method of Example 73, starting from 3-(4-(piperazin-1-yl)-3-fluorophenyl)-5(R)-(isoxazol-3-yloxymethyl)oxazolidin-2-one dihydrochloride (0.59 g, 1.35 mmol) and acetyl chloride. Purification by chromatography, eluting with a gradient increasing in polarity from 0 to 2.5% MeOH in dichloromethane gave the desired product (142 mg).